This data is from the Open Reaction Database (ORD), a public repository of structured organic reaction records. The task is: describe an organic reaction: reactants, conditions, products, and yield Reactants: C(CC)(=O)C1=C(NC2=CC(=CC=C12)C(=O)OC)CCC (methyl 3-propionyl-2-propylindole-6-carboxylate), ClC1=C(CBr)C=CC=C1 (2-chlorobenzyl bromide). Yields the product ClC1=C(CN2C(=C(C3=CC=C(C=C23)C(=O)OC)C(CC)=O)CCC)C=CC=C1 (Methyl 1-(2-chlorobenzyl)-3-propionyl-2-propylindole-6-carboxylate). The yield is 115.2%. As a reaction SMILES: [C:1]([C:5]1[C:13]2[C:8](=[CH:9][C:10]([C:14]([O:16][CH3:17])=[O:15])=[CH:11][CH:12]=2)[NH:7][C:6]=1[CH2:18][CH2:19][CH3:20])(=[O:4])[CH2:2][CH3:3].[Cl:21][C:22]1[CH:29]=[CH:28][CH:27]=[CH:26][C:23]=1[CH2:24]Br>>[Cl:21][C:22]1[CH:29]=[CH:28][CH:27]=[CH:26][C:23]=1[CH2:24][N:7]1[C:8]2[C:13](=[CH:12][CH:11]=[C:10]([C:14]([O:16][CH3:17])=[O:15])[CH:9]=2)[C:5]([C:1](=[O:4])[CH2:2][CH3:3])=[C:6]1[CH2:18][CH2:19][CH3:20]. Procedure details: Methyl 1-(2-chlorobenzyl)-3-propionyl-2-propylindole-6-carboxylate (436 mg) was prepared from methyl 3-propionyl-2-propylindole-6-carboxylate (260 mg) and 2-chlorobenzyl bromide (216 mg) in a similar manner to that of Example 1. Starting materials: O (water), BrC1=CC(=C(C=C1)O)I (4-Bromo-2-iodophenol), COC1=CC=C(C=C1)C#C (4-Methoxyphenylacetylene), PdCl2P(PH3)2. The solvent is CN(C)C=O.C(C)NCC (DMF Diethylamine). Conditions: time 1 hour. Product: BrC=1C=CC2=C(C=C(O2)C2=CC=C(C=C2)OC)C1 (5-Bromo-2-(4-methoxy-phenyl)-benzofuran). The yield is 44.0%. As a reaction SMILES: [Br:1][C:2]1[CH:7]=[CH:6][C:5]([OH:8])=[C:4](I)[CH:3]=1.[CH3:10][O:11][C:12]1[CH:17]=[CH:16][C:15]([C:18]#[CH:19])=[CH:14][CH:13]=1.O>CN(C=O)C.C(NCC)C>[Br:1][C:2]1[CH:7]=[CH:6][C:5]2[O:8][C:18]([C:15]3[CH:16]=[CH:17][C:12]([O:11][CH3:10])=[CH:13][CH:14]=3)=[CH:19][C:4]=2[CH:3]=1 |f:3.4|. Reported procedure: A solution of 4-Bromo-2-iodophenol [207115-22-8] (0.9 g, 3.0 mmol), 4-Methoxyphenylacetylene (0.43 g, 3.3 mmol), PdCl2P(PH3)2 (70 mg), and Cul (50 mg) in DMF/Diethylamine (10 ml) was heated to 60° C. After 1 hr, the reaction was cooled and poured into water which was extracted with EtOAc. The organic layer was dried over MgSO4 and concentrated to give a solid which was triturated with MeOH, filtered to give a solid (0.4 g, 45%): Mp=192–194° C.; 1H NMR (CDCl3) δ 7.77 (d, 2 H, J=9.1 Hz), 7.66 (s, ... Starting materials: ClCC1=NC2=CC=CC=C2C=C1 (2-chloromethyl quinoline), C1(=CC=CC=C1)O (phenol), C([O-])([O-])=O.[K+].[K+] (potassium carbonate), C([O-])([O-])=O.[Cs+].[Cs+] (cesium carbonate), [I-].[Na+] (sodium iodide). Run in CC(=O)C (acetone). Product: O(C1=CC=CC=C1)CC1=NC2=CC=CC=C2C=C1 (2-Phenoxymethyl quinoline). Reaction SMILES: Cl[CH2:2][C:3]1[CH:12]=[CH:11][C:10]2[C:5](=[CH:6][CH:7]=[CH:8][CH:9]=2)[N:4]=1.[C:13]1([OH:19])[CH:18]=[CH:17][CH:16]=[CH:15][CH:14]=1.C(=O)([O-])[O-].[K+].[K+].C(=O)([O-])[O-].[Cs+].[Cs+].[I-].[Na+]>CC(C)=O>[O:19]([CH2:2][C:3]1[CH:12]=[CH:11][C:10]2[C:5](=[CH:6][CH:7]=[CH:8][CH:9]=2)[N:4]=1)[C:13]1[CH:18]=[CH:17][CH:16]=[CH:15][CH:14]=1 |f:2.3.4,5.6.7,8.9|. Procedure details: A mixture of 2-chloromethyl quinoline (0.05 mol), phenol (0.055 mol), finely powdered potassium carbonate (0.055 mol), cesium carbonate (0.005 mol) and sodium iodide (0.0025 mol) in acetone was refluxed for about 4 hours. The reaction mixture was cooled to room temperature and filtered and the filtrate was concentrated and dissolved in ether. The ether solution was washed thoroughly with lN NaOH solution, water and brine. After drying the ether solution over anhydrous magnesium sulfate, and filt...